Dataset: the Open Reaction Database (ORD), a public repository of structured organic reaction records. Task: describe an organic reaction: reactants, conditions, products, and yield The reactants are Cc1cc(Br)cc(C)c1O[Si](C(C)C)(C(C)C)C(C)C, C1CCOC1, [Li]CCCC, CSSC. Yields the product CSc1cc(C)c(O[Si](C(C)C)(C(C)C)C(C)C)c(C)c1. RXN SMILES: [Br:1][c:2]1[cH:3][c:4]([CH3:20])[c:5]([O:6][Si:7]([CH:8]([CH3:9])[CH3:10])([CH:11]([CH3:12])[CH3:13])[CH:14]([CH3:15])[CH3:16])[c:17]([CH3:19])[cH:18]1.[CH2:30]1[O:31][CH2:32][CH2:33][CH2:34]1.[CH3:21][CH2:22][CH2:23][CH2:24][Li:25].[CH3:26][S:27][S:28][CH3:29]>>[c:2]1([S:27][CH3:26])[cH:3][c:4]([CH3:20])[c:5]([O:6][Si:7]([CH:8]([CH3:9])[CH3:10])([CH:11]([CH3:12])[CH3:13])[CH:14]([CH3:15])[CH3:16])[c:17]([CH3:19])[cH:18]1.